Dataset: the Open Reaction Database (ORD), a public repository of structured organic reaction records. Task: describe an organic reaction: reactants, conditions, products, and yield Starting materials: FC(C(=O)[O-])(F)F.OC1=C(\C=N/[C@H]2C3SCC(=C(N3C2=O)C(=O)OCC2=CC=C(C=C2)OC)SC=2SC=C(N2)C2=CC=[N+](C=C2)C)C=CC=C1 (4-(2-(((7R)-7-((Z)-(2-hydroxybenzylidene)amino)-2-(((4-methoxybenzyl)oxy)carbonyl)-8-oxo-5-thia-1-azabicyclo[4.2.0]oct-2-en-3-yl)thio)thiazol-4-yl)-1-methylpyridin-1-ium trifluoroacetate), O (water), Schiff base, CS(=O)(=O)OC(\C(=N/OCC)\C1=NSC(=N1)NP(=O)(O)O)=O ((Z)-2-(5-(phosphonoamino)-1,2,4-thiadiazol-3-yl)-2-(ethoxyimino)acetic methanesulfonic anhydride), ClCCl (dichloromethane). Run in C(C)(C)(C)OC (methyl tertiary butyl ether). Conditions: time 3 hour. The product is C(C)O\N=C(/C(=O)N[C@H]1[C@H]2SCC(=C(N2C1=O)C(=O)[O-])SC=1SC=C(N1)C1=CC=[N+](C=C1)C)\C1=NSC(=N1)NP(=O)(O)O ((6R,7R)-7-((Z)-2-(ethoxyimino)-2-(5-(phosphonoamino)-1,2,4-thiadiazol-3-yl)acetamido)-3-((4-(1-methylpyridin-1-ium-4-yl)thiazol-2-yl)thio)-8-oxo-5-thia-1-azabicyclo[4.2.0]oct-2-ene-2-carboxylate). As a reaction SMILES: FC(F)(F)C([O-])=O.OC1C=CC=CC=1/C=[N:12]\[C@@H:13]1[C:20](=[O:21])[N:19]2[CH:14]1[S:15][CH2:16][C:17]([S:34][C:35]1[S:36][CH:37]=[C:38]([C:40]3[CH:45]=[CH:44][N+:43]([CH3:46])=[CH:42][CH:41]=3)[N:39]=1)=[C:18]2[C:22]([O:24]CC1C=CC(OC)=CC=1)=[O:23].O.CS(O[C:57](=[O:73])/[C:58](/[C:63]1[N:67]=[C:66]([NH:68][P:69]([OH:72])([OH:71])=[O:70])[S:65][N:64]=1)=[N:59]\[O:60][CH2:61][CH3:62])(=O)=O.ClCCl>C(OC)(C)(C)C>[CH2:61]([O:60]/[N:59]=[C:58](/[C:63]1[N:67]=[C:66]([NH:68][P:69]([OH:71])([OH:72])=[O:70])[S:65][N:64]=1)\[C:57]([NH:12][C@@H:13]1[C:20](=[O:21])[N:19]2[C@@H:14]1[S:15][CH2:16][C:17]([S:34][C:35]1[S:36][CH:37]=[C:38]([C:40]3[CH:45]=[CH:44][N+:43]([CH3:46])=[CH:42][CH:41]=3)[N:39]=1)=[C:18]2[C:22]([O-:24])=[O:23])=[O:73])[CH3:62] |f:0.1|. Procedure details: A reactor is charged with 4-(2-(((7R)-7-((Z)-(2-hydroxybenzylidene)amino)-2-(((4-methoxybenzyl)oxy)carbonyl)-8-oxo-5-thia-1-azabicyclo[4.2.0]oct-2-en-3-yl)thio)thiazol-4-yl)-1-methylpyridin-1-ium trifluoroacetate (1 eq), water (6-9 weight % relative to the Schiff base), (Z)-2-(5-(phosphonoamino)-1,2,4-thiadiazol-3-yl)-2-(ethoxyimino)acetic methanesulfonic anhydride (2.5 eq) and dichloromethane (1.75 mL per gram of Schiff base). The mixture is stirred for three hours at room temperature, then add... The reactants are O=C([O-])O, CCC1C(=O)N2C(C(=O)OCc3ccc([N+](=O)[O-])cc3)=C(Oc3ccc(Cl)cc3)SC12, [Na+], C1COCCO1, O. Yields the product CCC1C(=O)N2C(C(=O)[O-])=C(Oc3ccc(Cl)cc3)SC12, [Na+]. Reaction SMILES: [C:32](=[O:33])([OH:34])[O-:35].[Cl:1][c:2]1[cH:3][cH:4][c:5]([O:6][C:7]2=[C:8]([C:17](=[O:18])[O:19][CH2:20][c:21]3[cH:22][cH:23][c:24]([N+:25]([O-:26])=[O:27])[cH:28][cH:29]3)[N:9]3[C:10](=[O:16])[CH:11]([CH2:14][CH3:15])[CH:12]3[S:13]2)[cH:30][cH:31]1.[Na+:36].[O:37]1[CH2:38][CH2:39][O:40][CH2:41][CH2:42]1.[OH2:43]>>[Cl:1][c:2]1[cH:3][cH:4][c:5]([O:6][C:7]2=[C:8]([C:17](=[O:18])[O-:19])[N:9]3[C:10](=[O:16])[CH:11]([CH2:14][CH3:15])[CH:12]3[S:13]2)[cH:30][cH:31]1.[Na+:36]. Reactants: COC(=O)C1(OC2=C(CC1)C=CC(=C2)OCCCOC2=C(C(=C(C=C2)C(=O)N2CCCC2)O)CC=C)CCC (Methyl-3,4-dihydro-7-[3-[3-hydroxy-2-(2-propenyl)-4-(1-pyrrolidinylcarbonyl)phenoxy]propoxy]-2-propyl-2H-1-benzopyran-2-carboxylate), S(=O)(=O)(OC)OC (dimethyl sulfate), [OH-].[K+] (potassium hydroxide). Solvent: C1CCOC1 (THF). Run at time 8 hour. Yields the product COC=1C(=C(OCCCOC2=CC3=C(CCC(O3)C(=O)OC)C=C2)C=CC1C(=O)N1CCCC1)CC=C (Methyl 3,4-dihydro-7-[3-[3-methoxy-2-(2-propenyl) 4-(1-pyrrolidinylcarbonyl)phenoxy]propoxy]-2H-1-benzopyran-2-carboxylate). RXN SMILES: [CH3:1][O:2][C:3]([C:5]1(CCC)[CH2:10][CH2:9][C:8]2[CH:11]=[CH:12][C:13]([O:15][CH2:16][CH2:17][CH2:18][O:19][C:20]3[CH:25]=[CH:24][C:23]([C:26]([N:28]4[CH2:32][CH2:31][CH2:30][CH2:29]4)=[O:27])=[C:22]([OH:33])[C:21]=3[CH2:34][CH:35]=[CH2:36])=[CH:14][C:7]=2[O:6]1)=[O:4].S(OC)(O[CH3:44])(=O)=O.[OH-].[K+]>C1COCC1>[CH3:44][O:33][C:22]1[C:21]([CH2:34][CH:35]=[CH2:36])=[C:20]([CH:25]=[CH:24][C:23]=1[C:26]([N:28]1[CH2:32][CH2:31][CH2:30][CH2:29]1)=[O:27])[O:19][CH2:18][CH2:17][CH2:16][O:15][C:13]1[CH:12]=[CH:11][C:8]2[CH2:9][CH2:10][CH:5]([C:3]([O:2][CH3:1])=[O:4])[O:6][C:7]=2[CH:14]=1 |f:2.3|. Procedure details: The compound of Example 27 (280 mg, 0.51 mmol) dimethyl sulfate (192 mg, 153 mmol) and potassium hydroxide (57 mg, 1 mmol) was added to about 20 ml of THF, and the reaction mixture was stirred overnight at room temperature. The reaction mixture was washed with water and thoroughly extracted with ethyl acetate. The organic layer was dried over magnesium sulfate and concentrated in vacuo. Chromatography of the crude material on silica gel using 75% ethyl acetate/hexane as eluant gave the product. The reactants are ClC=1C=C2C(=NC=NC2=CC1C(=O)N1CCCC1)NC(CCC(=O)O)C1=NC2=C(N1C(=O)OC(C)(C)C)C=CC(=C2)Cl (6-chloro-4-[1-(1-tert.-butyloxycarbonyl-5-chloro-1H-benzimidazol-2-yl)-3-hydroxycarbonyl-propyl-amino]-7-(pyrrolidin-1-yl-carbonyl)-quinazoline), C1(=CC=CC=C1)C(C)N (1-phenyl-ethylamine), CN(C)C(=[N+](C)C)ON1C2=C(C=CC=C2)N=N1.[B-](F)(F)(F)F (TBTU), FC(C(=O)O)(F)F (trifluoroacetic acid). Solvent: C(C)#N.O1CCCC1 (acetonitrile tetrahydrofuran). Yields the product ClC=1C=C2C(=NC=NC2=CC1C(=O)N1CCCC1)NC(CCC(=O)NC(C)C1=CC=CC=C1)C1=NC2=C(N1)C=CC(=C2)Cl (6-chloro-4-{(1R/S)-1-(5-chloro-1H-benzimidazol-2-yl)-3-[(1R/S)-1-phenyl-ethylamino-carbonyl]-propyl-amino}-7-(pyrrolidin-1-yl-carbonyl)-quinazoline). Reaction SMILES: [Cl:1][C:2]1[CH:3]=[C:4]2[C:9](=[CH:10][C:11]=1[C:12]([N:14]1[CH2:18][CH2:17][CH2:16][CH2:15]1)=[O:13])[N:8]=[CH:7][N:6]=[C:5]2[NH:19][CH:20]([C:26]1[N:30](C(OC(C)(C)C)=O)[C:29]2[CH:38]=[CH:39][C:40]([Cl:42])=[CH:41][C:28]=2[N:27]=1)[CH2:21][CH2:22][C:23](O)=[O:24].[C:43]1([CH:49]([NH2:51])[CH3:50])[CH:48]=[CH:47][CH:46]=[CH:45][CH:44]=1.CN(C(ON1N=NC2C=CC=CC1=2)=[N+](C)C)C.[B-](F)(F)(F)F.FC(F)(F)C(O)=O>C(#N)C.O1CCCC1>[Cl:1][C:2]1[CH:3]=[C:4]2[C:9](=[CH:10][C:11]=1[C:12]([N:14]1[CH2:18][CH2:17][CH2:16][CH2:15]1)=[O:13])[N:8]=[CH:7][N:6]=[C:5]2[NH:19][CH:20]([C:26]1[NH:30][C:29]2[CH:38]=[CH:39][C:40]([Cl:42])=[CH:41][C:28]=2[N:27]=1)[CH2:21][CH2:22][C:23]([NH:51][CH:49]([C:43]1[CH:48]=[CH:47][CH:46]=[CH:45][CH:44]=1)[CH3:50])=[O:24] |f:2.3,5.6|. Procedure details: Prepared analogously to Example 61 from 6-chloro-4-[1-(1-tert.-butyloxycarbonyl-5-chloro-1H-benzimidazol-2-yl)-3-hydroxycarbonyl-propyl-amino]-7-(pyrrolidin-1-yl-carbonyl)-quinazoline and 1-phenyl-ethylamine with TBTU in acetonitrile/tetrahydrofuran and subsequent reaction with trifluoroacetic acid.